From a dataset of the Open Reaction Database (ORD), a public repository of structured organic reaction records. describe an organic reaction: reactants, conditions, products, and yield Product: Sc1nccn2ccnc12. As a reaction SMILES: [CH3:21][CH2:22][OH:23].[Cl:1][c:2]1[c:3]2[n:4]([cH:5][cH:6][n:7]1)[cH:8][cH:9][n:10]2.[NH2:11][C:12]([NH2:13])=[S:14].[Na+:15].[Na+:16].[Na+:25].[O-:17][C:18](=[O:19])[O-:20].[OH-:24]>>[c:2]1([SH:14])[c:3]2[n:4]([cH:5][cH:6][n:7]1)[cH:8][cH:9][n:10]2. The reactants are CCO, Clc1nccn2ccnc12, NC(N)=S, [Na+], [Na+], [Na+], O=C([O-])[O-], [OH-]. The reactants are ClC1=CC=NC2=CC=CC=C12 (4-chloroquinoline), [H-].[Na+] (sodium hydride), petroleum jelly, COC1=CC=C2C(=CNC2=C1)C(=O)OC (6-methoxy-3-methoxycarbonyl-1H-indole), O (water). Solvent: CN(C=O)C (dimethylformamide). Run at temperature 40 celsius, time 0.3 hour. Product: COC1=CC=C2C(=CN(C2=C1)C1=CC=NC2=CC=CC=C12)C(=O)OC (6-Methoxy-3-methoxycarbonyl-1-(quinol-4-yl)-1H-indole). Isolated yield 100.3%. RXN SMILES: [H-].[Na+].[CH3:3][O:4][C:5]1[CH:13]=[C:12]2[C:8]([C:9]([C:14]([O:16][CH3:17])=[O:15])=[CH:10][NH:11]2)=[CH:7][CH:6]=1.Cl[C:19]1[C:28]2[C:23](=[CH:24][CH:25]=[CH:26][CH:27]=2)[N:22]=[CH:21][CH:20]=1.O>CN(C)C=O>[CH3:3][O:4][C:5]1[CH:13]=[C:12]2[C:8]([C:9]([C:14]([O:16][CH3:17])=[O:15])=[CH:10][N:11]2[C:19]2[C:28]3[C:23](=[CH:24][CH:25]=[CH:26][CH:27]=3)[N:22]=[CH:21][CH:20]=2)=[CH:7][CH:6]=1 |f:0.1|. Reported procedure: 0.384 g (12 mmol) of sodium hydride, at 75% by mass in liquid petroleum jelly, is added at a temperature in the region of 20° C. under an argon atmosphere to a solution of 2.4 g (11.7 mmol) of 6-methoxy-3-methoxycarbonyl-1H-indole in 60 cm3 of dimethylformamide. After stirring at a temperature in the region of 40° C. for 0.3 hours, 1.98 g (12 mmol) of 4-chloroquinoline are added. After stirring at a temperature in the region of 120° C. for 5 hours, the reaction mixture is poured into 200 cm3 of ... The reactants are NC=1C=2N(C=CN1)C(=NC2C2=CC(=CC=C2)OCC2=CC=CC=C2)[C@H]2C[C@H](C2)COS(=O)(=O)C2=CC=C(C=C2)C (cis-toluene-4-sulfonic acid 3-[8-amino-1-(3-benzyloxyphenyl)-imidazo[1,5-a]pyrazin-3-yl]cyclobutylmethyl ester), CNC (dimethylamine). Run in C1CCOC1 (THF). Conditions: temperature 50 celsius. The product is CN(C)C[C@H]1C[C@H](C1)C1=NC(=C2N1C=CN=C2N)C2=CC(=CC=C2)OCC2=CC=CC=C2 (cis-3-(3-Dimethylaminomethyl-cyclobutyl)-1-(3-benzyloxyphenyl)-imidazo[1,5-a]pyrazin-8-ylamine). As a reaction SMILES: [NH2:1][C:2]1[C:3]2[N:4]([C:8]([C@@H:25]3[CH2:28][C@H:27]([CH2:29]OS(C4C=CC(C)=CC=4)(=O)=O)[CH2:26]3)=[N:9][C:10]=2[C:11]2[CH:16]=[CH:15][CH:14]=[C:13]([O:17][CH2:18][C:19]3[CH:24]=[CH:23][CH:22]=[CH:21][CH:20]=3)[CH:12]=2)[CH:5]=[CH:6][N:7]=1.[CH3:41][NH:42][CH3:43]>C1COCC1>[CH3:41][N:42]([CH2:29][C@@H:27]1[CH2:26][C@H:25]([C:8]2[N:4]3[CH:5]=[CH:6][N:7]=[C:2]([NH2:1])[C:3]3=[C:10]([C:11]3[CH:16]=[CH:15][CH:14]=[C:13]([O:17][CH2:18][C:19]4[CH:20]=[CH:21][CH:22]=[CH:23][CH:24]=4)[CH:12]=3)[N:9]=2)[CH2:28]1)[CH3:43]. Procedure details: A sealed tube containing a solution of cis-toluene-4-sulfonic acid 3-[8-amino-1-(3-benzyloxyphenyl)-imidazo[1,5-a]pyrazin-3-yl]cyclobutylmethyl ester (100 mg, 0.18 mmol) in THF (3 mL) was charged with dimethylamine solution (1.8 mL, 3.6 mmol, 2.0 M in THF), sealed, and heated at 50° C. overnight. The mixture was concentrated and the residue was diluted with ethyl acetate (40 mL), washed with sat. aq. NaHCO3 (2×15 mL) and brine (2×15 mL), and dried over anhydrous sodium sulfate. The filtrate was ... The reactants are C(C)(C)(C)OC(NC1=NC=CC(=C1)C=O)=O ((4-Formyl-pyridin-2-yl)-carbamic acid tert-butyl ester), O (Water), C(CCC)[Li] (Butyllithium), C(C)(C)(C)OC(C(CC(=O)OCC1=CC=CC=C1)P(=O)(OCC)OCC)=O (2-(diethoxy-phosphoryl)-succinic acid 4-benzyl ester 1-tert-butyl ester). Solvent: C1CCOC1 (THF), C1CCOC1 (THF). Run at temperature 0 celsius, time 1 hour. Product: C(C)(C)(C)OC(C(CC(=O)OCC1=CC=CC=C1)=CC1=CC(=NC=C1)NC(=O)OC(C)(C)C)=O (2-(2-tert-Butoxycarbonylamino-pyridin-4-ylmethylene)-succinic acid 4-benzyl ester 1-tert-butyl ester). Isolated yield 55.0%. Reaction SMILES: C([Li])CCC.[C:6]([O:10][C:11](=[O:32])[CH:12](P(OCC)(OCC)=O)[CH2:13][C:14]([O:16][CH2:17][C:18]1[CH:23]=[CH:22][CH:21]=[CH:20][CH:19]=1)=[O:15])([CH3:9])([CH3:8])[CH3:7].[C:33]([O:37][C:38](=[O:48])[NH:39][C:40]1[CH:45]=[C:44]([CH:46]=O)[CH:43]=[CH:42][N:41]=1)([CH3:36])([CH3:35])[CH3:34].O>C1COCC1>[C:6]([O:10][C:11](=[O:32])[C:12](=[CH:46][C:44]1[CH:43]=[CH:42][N:41]=[C:40]([NH:39][C:38]([O:37][C:33]([CH3:36])([CH3:35])[CH3:34])=[O:48])[CH:45]=1)[CH2:13][C:14]([O:16][CH2:17][C:18]1[CH:19]=[CH:20][CH:21]=[CH:22][CH:23]=1)=[O:15])([CH3:7])([CH3:8])[CH3:9]. Procedure: Butyllithium (1.6 M in hexane, 14.8 ml, 23.7 mmol) was added dropwise to a solution of 2-(diethoxy-phosphoryl)-succinic acid 4-benzyl ester 1-tert-butyl ester (9.50 g, 23.7 mmol in THF (75 mL) at 0° C. under nitrogen. After stirring at 0° C. for 1 h, the solution was transferred to a solution of (4-Formyl-pyridin-2-yl)-carbamic acid tert-butyl ester (3.70 g, 16.6 mmol) in THF (75 mL). The resulting reaction mixture was stirred at 0° C. for 1 h before being allowed to warm to 25° C., and the mixt... The reactants are COC(C(C1=CC=C(C=C1)F)Br)=O (bromo-(4-fluoro-phenyl)-acetic acid methyl ester), C([O-])([O-])=O.[K+].[K+] (potassium carbonate), NCCCO (3-amino-1-propanol). Solvent: C(Cl)(Cl)Cl (chloroform). Run at temperature 45 celsius. Product: COC(C(NCCCO)C1=CC=C(C=C1)F)=O ((4-fluoro-phenyl)-(3-hydroxy-propylamino)-acetic acid methyl ester). The yield is 95.0%. RXN SMILES: [CH3:1][O:2][C:3](=[O:13])[CH:4](Br)[C:5]1[CH:10]=[CH:9][C:8]([F:11])=[CH:7][CH:6]=1.C(=O)([O-])[O-].[K+].[K+].[NH2:20][CH2:21][CH2:22][CH2:23][OH:24]>C(Cl)(Cl)Cl>[CH3:1][O:2][C:3](=[O:13])[CH:4]([C:5]1[CH:10]=[CH:9][C:8]([F:11])=[CH:7][CH:6]=1)[NH:20][CH2:21][CH2:22][CH2:23][OH:24] |f:1.2.3|. Procedure: To a solution of bromo-(4-fluoro-phenyl)-acetic acid methyl ester (16.0 g) in chloroform (100 mL) was added potassium carbonate (17.9 g, finely ground) followed by 3-amino-1-propanol (4.87 g). The reaction was heated to 45° C. for 18 hours. The reaction was filtered and the filtrate was diluted with water and the phases were separated. The aqueous phase was further extracted with chloroform (3×25 mL) and the combined organics were washed with brine. The chloroform phase was dried over sodium sul... Starting materials: ClC1=CC=C(S1)C1C(NC(O1)=O)CC1=CC(=CC=C1)OC(C(F)F)(F)F ((4RS,5RS)-5-(5-Chloro-2-thienyl)-4-[3-(1,1,2,2-tetrafluoroethoxy)benzyl]-1,3-oxazolidin-2-one), [OH-].[Na+] (sodium hydroxide), O (water). Solvent: [Cl-].[Na+].O (brine), C(C)O (ethanol). Product: NC(C(O)C=1SC(=CC1)Cl)CC1=CC(=CC=C1)OC(C(F)F)(F)F ((1RS,2RS)-2-amino-1-(5-chloro-2-thienyl)-3-[3-(1,1,2,2-tetrafluoroethoxy)phenyl]propan-1-ol). Reaction SMILES: [Cl:1][C:2]1[S:6][C:5]([CH:7]2[O:11]C(=O)[NH:9][CH:8]2[CH2:13][C:14]2[CH:19]=[CH:18][CH:17]=[C:16]([O:20][C:21]([F:26])([F:25])[CH:22]([F:24])[F:23])[CH:15]=2)=[CH:4][CH:3]=1.[OH-].[Na+].O>C(O)C.[Cl-].[Na+].O>[NH2:9][CH:8]([CH2:13][C:14]1[CH:19]=[CH:18][CH:17]=[C:16]([O:20][C:21]([F:25])([F:26])[CH:22]([F:23])[F:24])[CH:15]=1)[CH:7]([C:5]1[S:6][C:2]([Cl:1])=[CH:3][CH:4]=1)[OH:11] |f:1.2,5.6.7|. Procedure: (4RS,5RS)-5-(5-Chloro-2-thienyl)-4-[3-(1,1,2,2-tetrafluoroethoxy)benzyl]-1,3-oxazolidin-2-one (8.480 g, 20.69 mmol) and sodium hydroxide (3.31 g, 82.8 mmol) were heated in ethanol (40 ml)-water (3 ml) under reflux for 4 hrs. The reaction solution was diluted with brine, and extracted twice with ethyl acetate. The recovered organic layer was dried over anhydrous sodium sulfate, and the solvent was evaporated under reduced pressure. The residue was purified by silica gel (APS type) column chromato... Starting materials: Cc1nccn1-c1cccc(C(=O)CC(=O)Nc2cc(-c3ccccc3F)ccc2NC(=O)OC(C)(C)C)c1, ClCCl, O=C(O)C(F)(F)F. Product: Cc1nccn1-c1cccc(C2=Nc3ccc(-c4ccccc4F)cc3NC(=O)C2)c1. Reaction SMILES: [C:1]([O:2][C:3](=[O:4])[NH:7][c:8]1[c:9]([NH:21][C:22]([CH2:23][C:24](=[O:5])[c:26]2[cH:27][c:28](-[n:32]3[c:33]([CH3:37])[n:34][cH:35][cH:36]3)[cH:29][cH:30][cH:31]2)=[O:38])[cH:10][c:11](-[c:14]2[c:15]([F:20])[cH:16][cH:17][cH:18][cH:19]2)[cH:12][cH:13]1)([CH3:6])([CH3:25])[CH3:39].[Cl:47][CH2:48][Cl:49].[F:40][C:41]([F:42])([F:43])[C:44]([OH:45])=[O:46]>>[N:7]1=[C:24]([c:26]2[cH:27][c:28](-[n:32]3[c:33]([CH3:37])[n:34][cH:35][cH:36]3)[cH:29][cH:30][cH:31]2)[CH2:23][C:22](=[O:38])[NH:21][c:9]2[c:8]1[cH:13][cH:12][c:11](-[c:14]1[c:15]([F:20])[cH:16][cH:17][cH:18][cH:19]1)[cH:10]2.